Task: describe an organic reaction: reactants, conditions, products, and yield. Dataset: the Open Reaction Database (ORD), a public repository of structured organic reaction records Starting materials: C(C)(C)(C)OC(N)=O (carbamic acid tert-butyl ester), N1C=NC=C1 (imidazole), N1=CC=CC2=CC=C3C=CC=NC3=C12 (phenantroline), C(C1=CC=CC=C1)=CC(=O)C=CC1=CC=CC=C1 (dibenzilideneacetone), C([O-])([O-])=O.[Cs+].[Cs+] (cesium carbonate). Run in C(C)(=O)OCC (Ethyl acetate), xylenes. Conditions: temperature 110 celsius, time 1 hour. Yields the product N1(C=NC=C1)C=1C=C(C=CC1)[C@H](C)N ((S)-1-(3-imidazol-1-yl-phenyl)-ethylamine). The yield is 24.1%. RXN SMILES: C(OC(=O)[NH2:7])(C)(C)C.[NH:9]1[CH:13]=[CH:12][N:11]=[CH:10]1.N1[C:27]2[C:18](=[CH:19][CH:20]=[C:21]3[C:26]=2N=CC=C3)[CH:17]=[CH:16]C=1.C(=CC(C=CC1C=CC=CC=1)=O)C1C=CC=CC=1.C(=O)([O-])[O-].[Cs+].[Cs+]>C(OCC)(=O)C>[N:9]1([C:20]2[CH:19]=[C:18]([C@@H:17]([NH2:7])[CH3:16])[CH:27]=[CH:26][CH:21]=2)[CH:13]=[CH:12][N:11]=[CH:10]1 |f:4.5.6|. Reported procedure: A mixture of (S)-1-(3-bromo-phenyl)-ethyl]-carbamic acid tert-butyl ester (500 mg, 1.66 mmol), imidazole (170 mg, 2.5 mmol), copper (II) triflate benzene complex (83 mg, 0.16 mmole), 1–10 phenantroline ( 300 mg, 1.66 mmole), dibenzilideneacetone (37 mg, 0.16 mmole), and cesium carbonate (595 mg, 1.86 mmole) was suspended in xylenes (1 mL) in a sealed tube. The reaction mixture was heated at 110° C. for 18 h in an oil bath and then cooled down to room temperature. Ethyl acetate (20 mL) was added,...